Dataset: the Open Reaction Database (ORD), a public repository of structured organic reaction records. Task: describe an organic reaction: reactants, conditions, products, and yield Starting materials: C(C1=CC=CC=C1)NC(C1=C(N=CC=C1)OC1=CC(=CC=C1)C(=O)O)=O (N-Benzyl 2-(3-carboxyphenoxy)nicotinamide), C(C)(=O)Cl (Acetyl chloride). Run in CO (methanol). Conditions: temperature 0 celsius. Yields the product C(C1=CC=CC=C1)NC(C1=C(N=CC=C1)OC1=CC(=CC=C1)C(=O)OC)=O (N-Benzyl 2-(3-carbomethoxyphenoxy)nicotinamide). Yield: 36.5%. As a reaction SMILES: [CH2:1]([NH:8][C:9](=[O:26])[C:10]1[CH:15]=[CH:14][CH:13]=[N:12][C:11]=1[O:16][C:17]1[CH:22]=[CH:21][CH:20]=[C:19]([C:23]([OH:25])=[O:24])[CH:18]=1)[C:2]1[CH:7]=[CH:6][CH:5]=[CH:4][CH:3]=1.[C:27](Cl)(=O)C>CO>[CH2:1]([NH:8][C:9](=[O:26])[C:10]1[CH:15]=[CH:14][CH:13]=[N:12][C:11]=1[O:16][C:17]1[CH:22]=[CH:21][CH:20]=[C:19]([C:23]([O:25][CH3:27])=[O:24])[CH:18]=1)[C:2]1[CH:7]=[CH:6][CH:5]=[CH:4][CH:3]=1. Procedure details: N-Benzyl 2-(3-carboxyphenoxy)nicotinamide (1.00 gram, 2.87 mmol) is slurried in 12 ml of methanol in a 125 ml round bottom flask equipped with magnetic stir bar and nitrogen source and chilled to 0° C. Acetyl chloride (0.57 ml) is added to the flask and the reaction allowed to slowly warm to room temperature. After 18 hours the reaction is quenched by adding 50 ml of 2N sodium hydroxide solution. It is then extracted (2×50 ml) with ethyl acetate, the combined extracts washed with (2×100 ml) 2N s... Starting materials: ClC1=NC=C(C=C1C(=O)N[C@@H](C)C1=CC=C(C(=O)OC(C)(C)C)C=C1)Cl (tert-Butyl 4-((1S)-1-{[(2,5-dichloropyridin-3-yl)carbonyl]amino}ethyl)benzoate), ClC1=C(C=C(C=C1)O)C (4-chloro-3-methylphenol). The product is ClC=1C=C(C(=NC1)OC1=CC(=C(C=C1)Cl)C)C(=O)N[C@@H](C)C1=CC=C(C(=O)OC(C)(C)C)C=C1 (tert-Butyl 4-[(1S)-1-({[5-chloro-2-(4-chloro-3-methylphenoxy)pyridin-3-yl]carbonyl}amino)ethyl]benzoate). Reaction SMILES: Cl[C:2]1[C:7]([C:8]([NH:10][C@H:11]([C:13]2[CH:25]=[CH:24][C:16]([C:17]([O:19][C:20]([CH3:23])([CH3:22])[CH3:21])=[O:18])=[CH:15][CH:14]=2)[CH3:12])=[O:9])=[CH:6][C:5]([Cl:26])=[CH:4][N:3]=1.[Cl:27][C:28]1[CH:33]=[CH:32][C:31]([OH:34])=[CH:30][C:29]=1[CH3:35]>>[Cl:26][C:5]1[CH:6]=[C:7]([C:8]([NH:10][C@H:11]([C:13]2[CH:25]=[CH:24][C:16]([C:17]([O:19][C:20]([CH3:22])([CH3:23])[CH3:21])=[O:18])=[CH:15][CH:14]=2)[CH3:12])=[O:9])[C:2]([O:34][C:31]2[CH:32]=[CH:33][C:28]([Cl:27])=[C:29]([CH3:35])[CH:30]=2)=[N:3][CH:4]=1. Procedure: The title compound was prepared according to the procedure described in step 2 of Example 45 from tert-butyl 4-((1S)-1-{[(2,5-dichloropyridin-3-yl)carbonyl]amino}ethyl)benzoate (step 1 of Example 45) and 4-chloro-3-methylphenol: 1H-NMR (CDCl3) δ 8.54 (1H, d, J=2.6 Hz), 8.15 (1H, d, J=2.6 Hz), 8.09 (1H, d, J=7.3 Hz), 7.95 (2H, d, J=8.3 Hz), 7.47–7.37 (3H, m), 7.03 (1H, d, J=2.8 Hz), 6.96 (1H, dd, J=8.6, 2.8 Hz), 5.36 (1H, dq, J=7.3, 7.0 Hz), 2.41 (3H, s), 1.60 (3H, d, J=7.0 Hz), 1.58 (9H, s); MS ... Starting materials: S(=O)(Cl)Cl (thionyl chloride), C(C)N(CCO)CCO (2-[ethyl(2-hydroxyethyl)amino]ethanol), ClCCl (dichloromethane), C(O)([O-])=O.[Na+] (sodium hydrogen carbonate). Reaction conditions: temperature 0 celsius, time 20 hour. Product: ClCCN(CC)CCCl (bis(2-chloroethyl)ethylamine). The yield is 76.0%. Reaction SMILES: S(Cl)([Cl:3])=O.[CH2:5]([N:7]([CH2:11]CO)[CH2:8][CH2:9]O)[CH3:6].C(=O)([O-])O.[Na+].Cl[CH2:20][Cl:21]>>[Cl:3][CH2:9][CH2:8][N:7]([CH2:11][CH2:20][Cl:21])[CH2:5][CH3:6] |f:2.3|. Procedure details: 24 ml (330 mmol) of thionyl chloride are added dropwise to a solution of 20 g (150 mmol) of 2-[ethyl(2-hydroxyethyl)amino]ethanol in 200 ml of dichloromethane cooled beforehand to 0° C., and then the reaction medium is stirred at ambient temperature for 20 h. After the addition of a saturated aqueous solution of sodium hydrogen carbonate, the product is extracted with dichloromethane. The organic phase obtained is then washed with water, dried over magnesium sulfate, filtered and concentrated un... The reactants are O=C([O-])[O-], CN1CCCC1=O, [K+], [K+], Nc1c(Cl)cc(O)c2c1C(=O)c1ccccc1C2=O, OCCO, Oc1ccccc1. Product: Nc1c(OCCO)cc(O)c2c1C(=O)c1ccccc1C2=O. Reaction SMILES: [C:31](=[O:32])([O-:33])[O-:34].[CH3:37][N:38]1[CH2:39][CH2:40][CH2:41][C:42]1=[O:43].[K+:35].[K+:36].[NH2:5][c:6]1[c:7]([Cl:23])[cH:8][c:9]([OH:22])[c:10]2[c:19]1[C:18](=[O:20])[c:17]1[c:12]([cH:13][cH:14][cH:15][cH:16]1)[C:11]2=[O:21].[OH:1][CH2:2][CH2:3][OH:4].[OH:24][c:25]1[cH:26][cH:27][cH:28][cH:29][cH:30]1>>[O:1]([CH2:2][CH2:3][OH:4])[c:7]1[c:6]([NH2:5])[c:19]2[c:10]([c:9]([OH:22])[cH:8]1)[C:11](=[O:21])[c:12]1[cH:13][cH:14][cH:15][cH:16][c:17]1[C:18]2=[O:20]. Reactants: N1(CCCC1)C(=O)C1(CCOCC1)C1=CC=C(C=C1)SCCCN1CCCC1 (1-[3-({4-[4-(pyrrolidin-1-ylcarbonyl)tetrahydro-2H-pyran-4-yl]phenyl}thio)propyl]pyrrolidine), [H-].[Al+3].[Li+].[H-].[H-].[H-] (lithium aluminium hydride). Yields the product N1(CCCC1)CC1(CCOCC1)C1=CC=C(C=C1)SCCCN1CCCC1 (1-[3-({4-[4-(pyrrolidin-1-ylmethyl)tetrahydro-2H-pyran-4-yl]phenyl}thio)propyl]pyrrolidine). Yield: 27.0%. Reaction SMILES: [N:1]1([C:6]([C:8]2([C:14]3[CH:19]=[CH:18][C:17]([S:20][CH2:21][CH2:22][CH2:23][N:24]4[CH2:28][CH2:27][CH2:26][CH2:25]4)=[CH:16][CH:15]=3)[CH2:13][CH2:12][O:11][CH2:10][CH2:9]2)=O)[CH2:5][CH2:4][CH2:3][CH2:2]1.[H-].[Al+3].[Li+].[H-].[H-].[H-]>>[N:1]1([CH2:6][C:8]2([C:14]3[CH:15]=[CH:16][C:17]([S:20][CH2:21][CH2:22][CH2:23][N:24]4[CH2:25][CH2:26][CH2:27][CH2:28]4)=[CH:18][CH:19]=3)[CH2:9][CH2:10][O:11][CH2:12][CH2:13]2)[CH2:5][CH2:4][CH2:3][CH2:2]1 |f:1.2.3.4.5.6|. Procedure details: The title compound (58 mg, 27%) was prepared using 1-[3-({4-[4-(pyrrolidin-1-ylcarbonyl)tetrahydro-2H-pyran-4-yl]phenyl}thio)propyl]pyrrolidine and lithium aluminium hydride similarly to the procedure used for example 142. 1H NMR (400 MHz, CDCl3) δ 1.54-1.57 (m, 4H), 1.75-1.79 (m, 4H), 1.84-1.94 (m, 4H), 2.06-2.10 (m, 2H), 2.18-2.22 (m, 4H), 2.47-2.50 (m, 4H), 2.57 (t, 2H), 2.63 (s, 2H), 2.96 (t, 2H), 3.54 (t, 2H), 3.73-3.78 (m, 2H), 7.22 (d, 2H), 7.29 (d, 2H). HRMS ESI+ m/z 389.2615 [MH]+. Starting materials: N1(CCC2=CC=CC=C12)S(=O)(=O)C=1C=C2CC(NC2=CC1)=O (5-(2,3-Dihydro-indole-1-sulfonyl)-1,3-dihydro-indol-2-one), N1(CCCC1)CCOC=1C=C2C=C(NC2=CC1)C=O (5-(2-pyrrolidin-1-yl-ethoxy)-1H-indole-2-carbaldehyde). The product is N1(CCC2=CC=CC=C12)S(=O)(=O)C=1C=C2C(C(NC2=CC1)=O)=CC=1NC2=CC=C(C=C2C1)OCCN1CCCC1 (5-(2,3-Dihydro-indole-1-sulfonyl)-3-[5-(2-pyrrolidin-1-yl-ethoxy)-1H-indol-2-ylmethylene]-1,3-dihydro-indol-2-one). As a reaction SMILES: [N:1]1([S:10]([C:13]2[CH:14]=[C:15]3[C:19](=[CH:20][CH:21]=2)[NH:18][C:17](=[O:22])[CH2:16]3)(=[O:12])=[O:11])[C:9]2[C:4](=[CH:5][CH:6]=[CH:7][CH:8]=2)[CH2:3][CH2:2]1.[N:23]1([CH2:28][CH2:29][O:30][C:31]2[CH:32]=[C:33]3[C:37](=[CH:38][CH:39]=2)[NH:36][C:35]([CH:40]=O)=[CH:34]3)[CH2:27][CH2:26][CH2:25][CH2:24]1>>[N:1]1([S:10]([C:13]2[CH:14]=[C:15]3[C:19](=[CH:20][CH:21]=2)[NH:18][C:17](=[O:22])[C:16]3=[CH:40][C:35]2[NH:36][C:37]3[C:33]([CH:34]=2)=[CH:32][C:31]([O:30][CH2:29][CH2:28][N:23]2[CH2:27][CH2:26][CH2:25][CH2:24]2)=[CH:39][CH:38]=3)(=[O:12])=[O:11])[C:9]2[C:4](=[CH:5][CH:6]=[CH:7][CH:8]=2)[CH2:3][CH2:2]1. Procedure: 5-(2,3-Dihydro-indole-1-sulfonyl)-1,3-dihydro-indol-2-one was condensed with 5-(2-pyrrolidin-1-yl-ethoxy)-1H-indole-2-carbaldehyde to give the title compound. The reactants are CN(C)C=O, Nc1ccc(Oc2cc(Cl)ncn2)cc1, O=C=Nc1ccccc1, O. Yields the product O=C(Nc1ccccc1)Nc1ccc(Oc2cc(Cl)ncn2)cc1. As a reaction SMILES: [CH3:26][N:27]([CH3:28])[CH:29]=[O:30].[Cl:1][c:2]1[cH:3][c:4]([O:8][c:9]2[cH:10][cH:11][c:12]([NH2:15])[cH:13][cH:14]2)[n:5][cH:6][n:7]1.[O:16]=[C:17]=[N:18][c:19]1[cH:20][cH:21][cH:22][cH:23][cH:24]1.[OH2:25]>>[Cl:1][c:2]1[cH:3][c:4]([O:8][c:9]2[cH:10][cH:11][c:12]([NH:15][C:17](=[O:16])[NH:18][c:19]3[cH:20][cH:21][cH:22][cH:23][cH:24]3)[cH:13][cH:14]2)[n:5][cH:6][n:7]1. Reactants: CC(=O)c1ccc(S(N)(=O)=O)cc1, COc1cc(OC(C)(C)C(=O)O)c(C=O)cc1-c1cccs1. The product is COc1cc(OC(C)(C)C(=O)O)c(C=CC(=O)c2ccc(S(N)(=O)=O)cc2)cc1-c1cccs1. Reaction SMILES: [C:1]([CH3:2])(=[O:3])[c:4]1[cH:5][cH:6][c:7]([S:10](=[O:11])(=[O:12])[NH2:13])[cH:8][cH:9]1.[CH:14](=[O:15])[c:16]1[c:17]([O:18][C:19]([C:20](=[O:21])[OH:22])([CH3:23])[CH3:24])[cH:25][c:26]([O:34][CH3:35])[c:27](-[c:29]2[s:30][cH:31][cH:32][cH:33]2)[cH:28]1>>[C:1]([CH:2]=[CH:14][c:16]1[c:17]([O:18][C:19]([C:20](=[O:21])[OH:22])([CH3:23])[CH3:24])[cH:25][c:26]([O:34][CH3:35])[c:27](-[c:29]2[s:30][cH:31][cH:32][cH:33]2)[cH:28]1)(=[O:3])[c:4]1[cH:5][cH:6][c:7]([S:10](=[O:11])(=[O:12])[NH2:13])[cH:8][cH:9]1. The product is COCc1cc(C(=O)Nc2nc3c(OC)ccc(C4CCOCC4)c3o2)ccn1. Starting materials: CO, CN(C)C=O, COc1ccc(C2CCOCC2)c2oc(NC(=O)c3ccnc(CCl)c3)nc12, Cl, [H-], [Na+], C1COCCO1. Reaction SMILES: [CH3:1][OH:2].[CH3:40][N:41]([CH3:42])[CH:43]=[O:44].[Cl:5][CH2:6][c:7]1[cH:8][c:9]([C:10](=[O:11])[NH:12][c:13]2[o:14][c:15]3[c:16]([n:17]2)[c:18]([O:28][CH3:29])[cH:19][cH:20][c:21]3[CH:22]2[CH2:23][CH2:24][O:25][CH2:26][CH2:27]2)[cH:30][cH:31][n:32]1.[ClH:33].[H-:3].[Na+:4].[O:34]1[CH2:35][CH2:36][O:37][CH2:38][CH2:39]1>>[CH3:1][O:2][CH2:6][c:7]1[cH:8][c:9]([C:10](=[O:11])[NH:12][c:13]2[o:14][c:15]3[c:16]([n:17]2)[c:18]([O:28][CH3:29])[cH:19][cH:20][c:21]3[CH:22]2[CH2:23][CH2:24][O:25][CH2:26][CH2:27]2)[cH:30][cH:31][n:32]1.